From a dataset of the Open Reaction Database (ORD), a public repository of structured organic reaction records. describe an organic reaction: reactants, conditions, products, and yield Starting materials: C(C1=CC=CC=C1)N (benzylamine), ClC=1C2=C(N=C(N1)C1=NC=CN=C1)SC(=C2)Cl (4-chloro-2-(pyrazin-2-yl)-6-chloro-thieno-[2,3-d]-pyrimidine). The product is N1=C(C=NC=C1)C=1N=C(C2=C(N1)SC(=C2)Cl)NCC2=CC=CC=C2 (2-(pyrazin-2-yl)-4-benzylamino-6-chloro-thieno-[2,3-d]-pyrimidine). RXN SMILES: [CH2:1]([NH2:8])[C:2]1[CH:7]=[CH:6][CH:5]=[CH:4][CH:3]=1.Cl[C:10]1[C:11]2[CH:24]=[C:23]([Cl:25])[S:22][C:12]=2[N:13]=[C:14]([C:16]2[CH:21]=[N:20][CH:19]=[CH:18][N:17]=2)[N:15]=1>>[N:17]1[CH:18]=[CH:19][N:20]=[CH:21][C:16]=1[C:14]1[N:15]=[C:10]([NH:8][CH2:1][C:2]2[CH:7]=[CH:6][CH:5]=[CH:4][CH:3]=2)[C:11]2[CH:24]=[C:23]([Cl:25])[S:22][C:12]=2[N:13]=1. Procedure: With the procedure of Example 1, the reaction of benzylamine with 4-chloro-2-(pyrazin-2-yl)-6-chloro-thieno-[2,3-d]-pyrimidine yields 2-(pyrazin-2-yl)-4-benzylamino-6-chloro-thieno-[2,3-d]-pyrimidine. Reactants: C1CCOC1, CC(=O)[O-], OB(O)c1cc(Cl)cnc1F, Cc1nc(Cl)c2ncn(C3CCCCO3)c2n1, [K+], O. The product is Cc1nc(-c2cc(Cl)cnc2F)c2ncn(C3CCCCO3)c2n1. RXN SMILES: [CH2:35]1[O:36][CH2:37][CH2:38][CH2:39]1.[CH3:30][C:31](=[O:32])[O-:33].[Cl:18][c:19]1[cH:20][c:21]([B:26]([OH:27])[OH:28])[c:22]([F:25])[n:23][cH:24]1.[Cl:1][c:2]1[c:3]2[n:4][cH:5][n:6]([CH:12]3[O:13][CH2:14][CH2:15][CH2:16][CH2:17]3)[c:7]2[n:8][c:9]([CH3:11])[n:10]1.[K+:29].[OH2:34]>>[c:2]1(-[c:21]2[cH:20][c:19]([Cl:18])[cH:24][n:23][c:22]2[F:25])[c:3]2[n:4][cH:5][n:6]([CH:12]3[O:13][CH2:14][CH2:15][CH2:16][CH2:17]3)[c:7]2[n:8][c:9]([CH3:11])[n:10]1. The reactants are [BH4-], C1CCOC1, CC(C)(C)OC(=O)N1CCN(c2ccc(C=O)nc2)CC1, [Na+], O. The product is CC(C)(C)OC(=O)N1CCN(c2ccc(CO)nc2)CC1. Reaction SMILES: [BH4-:22].[CH2:25]1[O:26][CH2:27][CH2:28][CH2:29]1.[CH:1](=[O:2])[c:3]1[cH:4][cH:5][c:6]([N:9]2[CH2:10][CH2:11][N:12]([C:15](=[O:16])[O:17][C:18]([CH3:19])([CH3:20])[CH3:21])[CH2:13][CH2:14]2)[cH:7][n:8]1.[Na+:23].[OH2:24]>>[CH2:1]([OH:2])[c:3]1[cH:4][cH:5][c:6]([N:9]2[CH2:10][CH2:11][N:12]([C:15](=[O:16])[O:17][C:18]([CH3:19])([CH3:20])[CH3:21])[CH2:13][CH2:14]2)[cH:7][n:8]1. RXN SMILES: C[O:2][C:3](=[O:44])[C@:4]([S:9]([C:12]1[CH:17]=[CH:16][C:15]([C:18]2[CH:23]=[CH:22][C:21]([NH:24][C:25]([C:27]3[O:28][C:29]4[CH:35]=[CH:34][CH:33]=[C:32]([O:36][CH2:37][C:38]5[CH:43]=[CH:42][CH:41]=[CH:40][CH:39]=5)[C:30]=4[CH:31]=3)=[O:26])=[CH:20][CH:19]=2)=[CH:14][CH:13]=1)(=[O:11])=[O:10])([CH:6]([CH3:8])[CH3:7])[NH2:5].[Li+].[OH-].O.Cl>C1COCC1.CO.C(OCC)(=O)C>[CH2:37]([O:36][C:32]1[C:30]2[CH:31]=[C:27]([C:25]([NH:24][C:21]3[CH:22]=[CH:23][C:18]([C:15]4[CH:16]=[CH:17][C:12]([S:9]([C@@:4]([C:3]([OH:44])=[O:2])([CH:6]([CH3:8])[CH3:7])[NH2:5])(=[O:11])=[O:10])=[CH:13][CH:14]=4)=[CH:19][CH:20]=3)=[O:26])[O:28][C:29]=2[CH:35]=[CH:34][CH:33]=1)[C:38]1[CH:39]=[CH:40][CH:41]=[CH:42][CH:43]=1 |f:1.2|. Run in C(C)(=O)OCC (ethyl acetate), C1CCOC1 (THF), CO (MeOH). Procedure: 2-{4′-[(4-Benzyloxy-benzofuran-2-carbonyl)-amino]-biphenyl-4-sulfonyl}-L-valine methyl ester (0.24 mmol) was dissolved in THF and MeOH (2:1) (0.6 mL). A 5 M solution of LiOH in water (5.0 equiv.) was then added. The reaction was stirred at room temperature overnight. The reaction was diluted with ethyl acetate and acidified with 1N hydrochloric acid. The organic layer was washed with brine (2×), dried (magnesium sulfate), filtered and concentrated to afford 55 mg of the pure 2-{4′-[(4-benzyloxy-... The product is C(C1=CC=CC=C1)OC1=CC=CC2=C1C=C(O2)C(=O)NC2=CC=C(C=C2)C2=CC=C(C=C2)S(=O)(=O)[C@](N)(C(C)C)C(=O)O (2-{4′-[(4-benzyloxy-benzofuran-2-carbonyl)-amino]-biphenyl-4-sulfonyl}-L-valine). Reactants: solution, [Li+].[OH-] (LiOH), O (water), Cl (hydrochloric acid), COC([C@@](N)(C(C)C)S(=O)(=O)C1=CC=C(C=C1)C1=CC=C(C=C1)NC(=O)C=1OC2=C(C1)C(=CC=C2)OCC2=CC=CC=C2)=O (2-{4′-[(4-Benzyloxy-benzofuran-2-carbonyl)-amino]-biphenyl-4-sulfonyl}-L-valine methyl ester). Conditions: time 8 hour. The yield is 38.3%. The reactants are ClC=1C=C(C=C(C1)Cl)C1(CC(=NO1)C=O)C(F)(F)F (5-(3,5-Dichloro-phenyl)-5-trifluoromethyl-4,5-dihydro-isoxazole-3-carbaldehyde), NO (NH2OH), NO (hydroxylamine). The reagents and catalysts are O (H2O). The solvent is CCO (EtOH). Run at time 3 hour. Product: ClC=1C=C(C=C(C1)Cl)C1(CC(=NO1)C=NO)C(F)(F)F (5-(3,5-Dichloro-phenyl)-5-trifluoromethyl-4,5-dihydro-isoxazole-3-carbaldehyde oxime). RXN SMILES: [Cl:1][C:2]1[CH:3]=[C:4]([C:9]2([C:16]([F:19])([F:18])[F:17])[O:13][N:12]=[C:11]([CH:14]=O)[CH2:10]2)[CH:5]=[C:6]([Cl:8])[CH:7]=1.[NH2:20][OH:21]>CCO.O>[Cl:1][C:2]1[CH:3]=[C:4]([C:9]2([C:16]([F:19])([F:18])[F:17])[O:13][N:12]=[C:11]([CH:14]=[N:20][OH:21])[CH2:10]2)[CH:5]=[C:6]([Cl:8])[CH:7]=1. Procedure: To a solution of 5-(3,5-Dichloro-phenyl)-5-trifluoromethyl-4,5-dihydro-isoxazole-3-carbaldehyde (2 g) in EtOH (4 mL) and H2O (2 drops), was added aqueous NH2OH (50% in water, 0.48 mL). The solution was stirred at room temperature for 3 hours then allowed to stand at room temperature for 16 hours. Then the solution was stirred again and more hydroxylamine (0.04 mL) was added. After 3 hours, the reaction was quenched by addition of water. After extraction with ethylacetate, the organic phase was s... The reactants are [Al+3], CON(C)C(=O)C(CC1CCC1)NC(=O)OC(C)(C)C, [H-], [H-], [H-], [H-], [Li+], C1CCOC1. Product: CC(C)(C)OC(=O)NC(C=O)CC1CCC1. RXN SMILES: [Al+3:22].[CH:1]1([CH2:5][CH:6]([C:7](=[O:8])[N:9]([O:10][CH3:11])[CH3:12])[NH:13][C:14]([O:15][C:16]([CH3:17])([CH3:18])[CH3:19])=[O:20])[CH2:2][CH2:3][CH2:4]1.[H-:21].[H-:24].[H-:25].[H-:26].[Li+:23].[O:27]1[CH2:28][CH2:29][CH2:30][CH2:31]1>>[CH:1]1([CH2:5][CH:6]([CH:7]=[O:8])[NH:13][C:14]([O:15][C:16]([CH3:17])([CH3:18])[CH3:19])=[O:20])[CH2:2][CH2:3][CH2:4]1. Starting materials: N1(C=NC=C1)C1=CC=C(C(=O)C2=NC=CC=C2C(=O)OC)C=C1 (2-[4-(1H-imidazol-1-yl)benzoyl]-3-carbomethoxypyridine), O.NN (hydrazine monohydrate). Solvent: CCO (EtOH). The product is N1(C=NC=C1)C1=CC=C(C=C1)C=1C2=C(C(NN1)=O)C=CC=N2 (8-[4-(1H-imidazol-1-yl)phenyl]-5-oxo-5,6-dihydropyrido[3,2-d]-pyridazine). As a reaction SMILES: [N:1]1([C:6]2[CH:23]=[CH:22][C:9]([C:10]([C:12]3[C:17]([C:18](OC)=[O:19])=[CH:16][CH:15]=[CH:14][N:13]=3)=O)=[CH:8][CH:7]=2)[CH:5]=[CH:4][N:3]=[CH:2]1.O.[NH2:25][NH2:26]>CCO>[N:1]1([C:6]2[CH:23]=[CH:22][C:9]([C:10]3[C:12]4[N:13]=[CH:14][CH:15]=[CH:16][C:17]=4[C:18](=[O:19])[NH:25][N:26]=3)=[CH:8][CH:7]=2)[CH:5]=[CH:4][N:3]=[CH:2]1 |f:1.2|. Reported procedure: A suspension of 2-[4-(1H-imidazol-1-yl)benzoyl]-3-carbomethoxypyridine (0.94 g, 3.06 mmol) in 50 mL of EtOH is treated with 0.36 g (7.17 mmol) of hydrazine monohydrate. The mixture is heated to reflux for 1 day, then allowed to cool and filtered to give crude product. Crystallization from DMF gives 8-[4-(1H-imidazol-1-yl)phenyl]-5-oxo-5,6-dihydropyrido[3,2-d]-pyridazine as white crystals. M.P. 376°-378° C.